Dataset: the Open Reaction Database (ORD), a public repository of structured organic reaction records. Task: describe an organic reaction: reactants, conditions, products, and yield Starting materials: C(C)C1=CC=C(C=C1)N1C(C2(CC1)CCNCC2)=O (2-(4-Ethyl-phenyl)-2,8-diaza-spiro[4.5]decan-1-one), O=C(OC(Cl)(Cl)Cl)Cl (diphosgene), C(CC1=CC=CC=C1)N (phenethylamine). The product is C(CC1=CC=CC=C1)NC(=O)N1CCC2(CCN(C2=O)C2=CC=C(C=C2)CC)CC1 (2-(4-Ethyl-phenyl)-1-oxo-2,8-diaza-spiro[4.5]decane-8-carboxylic acid phenethyl-amide). As a reaction SMILES: [CH2:1]([C:3]1[CH:8]=[CH:7][C:6]([N:9]2[CH2:13][CH2:12][C:11]3([CH2:18][CH2:17][NH:16][CH2:15][CH2:14]3)[C:10]2=[O:19])=[CH:5][CH:4]=1)[CH3:2].O=C(Cl)[O:22][C:23](Cl)(Cl)Cl.[CH2:28]([NH2:36])[CH2:29][C:30]1[CH:35]=[CH:34][CH:33]=[CH:32][CH:31]=1>>[CH2:28]([NH:36][C:23]([N:16]1[CH2:17][CH2:18][C:11]2([C:10](=[O:19])[N:9]([C:6]3[CH:5]=[CH:4][C:3]([CH2:1][CH3:2])=[CH:8][CH:7]=3)[CH2:13][CH2:12]2)[CH2:14][CH2:15]1)=[O:22])[CH2:29][C:30]1[CH:35]=[CH:34][CH:33]=[CH:32][CH:31]=1. Procedure details: This material was prepared in analogy to example 251 step B) from 2-(4-Ethyl-phenyl)-2,8-diaza-spiro[4.5]decan-1-one, diphosgene and phenethylamine. MS (ESI): 406.4 (MH+). Reactants: Cl (HCl), ice, ClC=1C=C(C=CC1)[C@H]1C[C@](C(N([C@@H]1C1=CC=C(C=C1)Cl)C(CC)CC)=O)(C)CC(CC(=O)OCC)=O (Ethyl 4-((3R,5R,6S)-5-(3-chlorophenyl)-6-(4-chlorophenyl)-3-methyl-2-oxo-1-(pentan-3-yl)piperidin-3-yl)-3-oxobutanoate), Cl.NO (hydroxylamine hydrochloride), [OH-].[Na+] (sodium hydroxide). Run in O (water), O (water), CO (MeOH), C1CCOC1 (THF). Reaction conditions: temperature 0 celsius, time 5 minute. Product: ClC=1C=C(C=CC1)[C@H]1C[C@](C(N([C@@H]1C1=CC=C(C=C1)Cl)C(CC)CC)=O)(C)CC1=CC(=NO1)O ((3R,5R,6S)-5-(3-chlorophenyl)-6-(4-chlorophenyl)-3-((3-hydroxyisoxazol-5-yl)methyl)-3-methyl-1-(pentan-3-yl)piperidin-2-one). Reaction SMILES: [Cl:1][C:2]1[CH:3]=[C:4]([C@@H:8]2[C@@H:13]([C:14]3[CH:19]=[CH:18][C:17]([Cl:20])=[CH:16][CH:15]=3)[N:12]([CH:21]([CH2:24][CH3:25])[CH2:22][CH3:23])[C:11](=[O:26])[C@:10]([CH2:28][C:29](=[O:36])[CH2:30][C:31]([O:33]CC)=O)([CH3:27])[CH2:9]2)[CH:5]=[CH:6][CH:7]=1.Cl.[NH2:38]O.[OH-].[Na+].Cl>O.CO.C1COCC1>[Cl:1][C:2]1[CH:3]=[C:4]([C@@H:8]2[C@@H:13]([C:14]3[CH:19]=[CH:18][C:17]([Cl:20])=[CH:16][CH:15]=3)[N:12]([CH:21]([CH2:24][CH3:25])[CH2:22][CH3:23])[C:11](=[O:26])[C@:10]([CH2:28][C:29]3[O:36][N:38]=[C:31]([OH:33])[CH:30]=3)([CH3:27])[CH2:9]2)[CH:5]=[CH:6][CH:7]=1 |f:1.2,3.4|. Procedure: To an ice-cooled slurry of 65 mg (0.12 mmol) of ethyl 4-((3R,5R,6S)-5-(3-chlorophenyl)-6-(4-chlorophenyl)-3-methyl-2-oxo-1-(pentan-3-yl)piperidin-3-yl)-3-oxobutanoate (Example 79, Step B) in water (2 mL) was added 53.5 mg (0.77 mmol) of hydroxylamine hydrochloride and 62 mg (1.55 mmol) of sodium hydroxide. After 5 min, THF (1 mL) and MeOH (1 mL) were added. The resulting cloudy light yellow solution was stirred at 0° C. for 20 min, then was warmed to room temperature and stirred for an additiona... Reactants: C(C)N1C(C(=C(C2=NC=C(C=C12)CC1=CC=C(C=C1)F)O)C(=O)OCC)=O (ethyl 1-ethyl-7-[(4-fluorophenyl)methyl]-4-hydroxy-2-oxo-1,2-dihydro-1,5-naphthyridine-3-carboxylate), N[C@H](CO)C ((2S)-2-amino-1-propanol). The product is C(C)N1C(C(=C(C2=NC=C(C=C12)CC1=CC=C(C=C1)F)O)C(=O)N[C@H](CO)C)=O (1-ethyl-7-[(4-fluorophenyl)methyl]-4-hydroxy-N-[(1S)-2-hydroxy-1-methylethyl]-2-oxo-1,2-dihydro-1,5-naphthyridine-3-carboxamide). Isolated yield 51.0%. RXN SMILES: [CH2:1]([N:3]1[C:12]2[C:7](=[N:8][CH:9]=[C:10]([CH2:13][C:14]3[CH:19]=[CH:18][C:17]([F:20])=[CH:16][CH:15]=3)[CH:11]=2)[C:6]([OH:21])=[C:5]([C:22](OCC)=[O:23])[C:4]1=[O:27])[CH3:2].[NH2:28][C@@H:29]([CH3:32])[CH2:30][OH:31]>>[CH2:1]([N:3]1[C:12]2[C:7](=[N:8][CH:9]=[C:10]([CH2:13][C:14]3[CH:19]=[CH:18][C:17]([F:20])=[CH:16][CH:15]=3)[CH:11]=2)[C:6]([OH:21])=[C:5]([C:22]([NH:28][C@@H:29]([CH3:32])[CH2:30][OH:31])=[O:23])[C:4]1=[O:27])[CH3:2]. Procedure: In a similar manner to that described in example 196, from ethyl 1-ethyl-7-[(4-fluorophenyl)methyl]-4-hydroxy-2-oxo-1,2-dihydro-1,5-naphthyridine-3-carboxylate (60 mg, 0.162 mmol) and (2S)-2-amino-1-propanol (0.05 mL) was prepared 1-ethyl-7-[(4-fluorophenyl)methyl]-4-hydroxy-N-[(1S)-2-hydroxy-1-methylethyl]-2-oxo-1,2-dihydro-1,5-naphthyridine-3-carboxamide (33 mg, 51% yield) as a white solid after purification by reverse phase HPLC. 1H NMR (CDCl3) δ 10.27 (d, J=7.6 Hz, 1 H), 8.50 (s, 1 H), 7.33 ... Starting materials: BrC1=CC=C(C=C1)OC1CCCCC1 (1-bromo-4-cyclohexyloxy-benzene), C1(CCC1)C(=O)C (cyclobutylmethylketone), C1=CC=C(C=C1)P(C2=CC=CC=C2)C3=C(C4=CC=CC=C4C=C3)C5=C(C=CC6=CC=CC=C65)P(C7=CC=CC=C7)C8=CC=CC=C8 ((R)-(+)-2,2′-bis(diphenylphosphino)-1,1′-binaphthyl), CC(C)([O-])C.[K+] (potassium t-butoxide). Reagents/catalysts: C=1C=CC(=CC1)/C=C/C(=O)/C=C/C2=CC=CC=C2.C=1C=CC(=CC1)/C=C/C(=O)/C=C/C2=CC=CC=C2.C=1C=CC(=CC1)/C=C/C(=O)/C=C/C2=CC=CC=C2.[Pd].[Pd] (tris(dibenzylideneacetone)dipalladium(0)). Run at temperature 130 celsius. Yields the product C1(CCC1)C(CC1=CC=C(C=C1)OC1CCCCC1)=O (1-cyclobutyl-2-(4-cyclohexyloxy-phenyl)-ethanone). Isolated yield 86.1%. RXN SMILES: Br[C:2]1[CH:7]=[CH:6][C:5]([O:8][CH:9]2[CH2:14][CH2:13][CH2:12][CH2:11][CH2:10]2)=[CH:4][CH:3]=1.[CH:15]1([C:19]([CH3:21])=[O:20])[CH2:18][CH2:17][CH2:16]1.C1C=CC(P(C2C=CC3C(=CC=CC=3)C=2C2C3C(=CC=CC=3)C=CC=2P(C2C=CC=CC=2)C2C=CC=CC=2)C2C=CC=CC=2)=CC=1.CC(C)([O-])C.[K+]>C1C=CC(/C=C/C(/C=C/C2C=CC=CC=2)=O)=CC=1.C1C=CC(/C=C/C(/C=C/C2C=CC=CC=2)=O)=CC=1.C1C=CC(/C=C/C(/C=C/C2C=CC=CC=2)=O)=CC=1.[Pd].[Pd]>[CH:15]1([C:19](=[O:20])[CH2:21][C:2]2[CH:7]=[CH:6][C:5]([O:8][CH:9]3[CH2:14][CH2:13][CH2:12][CH2:11][CH2:10]3)=[CH:4][CH:3]=2)[CH2:18][CH2:17][CH2:16]1 |f:3.4,5.6.7.8.9|. Procedure details: A stirred suspension of 1-bromo-4-cyclohexyloxy-benzene (Example 60, 4.18 mmol, 1.05 g), cyclobutylmethylketone (5.23 mmol, 0.57 mL), (R)-(+)-2,2′-bis(diphenylphosphino)-1,1′-binaphthyl (0.50 mmol, 0.31 g), tris(dibenzylideneacetone)dipalladium(0) (0.21 mmol, 0.19 g), and potassium t-butoxide (6.27 mmol, 0.70 g) was heated in a single mode microwave synthesizer to 130° C. for 1 h in a 10 mL microwave sealed tube. The reaction was cooled and partitioned in water (20 mL) and diethyl ether (50 mL)....